From a dataset of the Open Reaction Database (ORD), a public repository of structured organic reaction records. describe an organic reaction: reactants, conditions, products, and yield The reactants are N(=O)OC(C)(C)C (t-butyl nitrite), ON1C(C=2C(C1=O)=CC=CC2)=O (N-hydroxyphthalimide), CC1=CC=C(C=O)C=C1 (p-methylbenzaldehyde), CC1=CC=C(C=NO)C=C1 (p-methylbenzaldehyde oxime). Solvent: C(C)(=O)O (acetic acid), CC=1C=CC(=CC1)C (p-xylene). Run at temperature 80 celsius, time 20 hour. Yields the product CC1=CC=C(C#N)C=C1 (p-methylbenzonitrile). As a reaction SMILES: N(OC(C)(C)C)=O.ON1C(=O)C2=CC=CC=C2C1=O.[CH3:20][C:21]1[CH:29]=[CH:28][C:24]([CH:25]=[N:26]O)=[CH:23][CH:22]=1.CC1C=CC(C=O)=CC=1>C(O)(=O)C.CC1C=CC(C)=CC=1>[CH3:20][C:21]1[CH:29]=[CH:28][C:24]([C:25]#[N:26])=[CH:23][CH:22]=1. Procedure: In a flask p-xylene (1 ml), t-butyl nitrite (1 mmol), N-hydroxyphthalimide (0.1 mmol), and acetic acid (1 ml) were placed and were stirred at 80° C. in an atmosphere of argon gas (1 atm=0.101 MPa) for 20 hours. The resulting reaction mixture was analyzed to find that p-methylbenzaldehyde oxime, p-methylbenzaldehyde, and p-methylbenzonitrile were formed in yields of 55%, 4%, and 5%, respectively. The reactants are [Mg] (magnesium), ClC=1C=C(C=CC1Cl)C(C1C(CCCC1)=O)N(C)C (2-[(3,4-dichlorophenyl)dimethylaminomethyl]cyclohexanone), C(C)(C)(C)C1=CC=C(CCl)C=C1 (4-tert.-butylbenzyl chloride), Grignard reagent, [Cl-].[NH4+] (ammonium chloride). The solvent is CCOCC (ether), CCOCC (ether), CCOCC (ether). Product: crude base, Cl.C(C)(C)(C)C1=CC=C(CC2(C(CCCC2)C(N(C)C)C2=CC(=C(C=C2)Cl)Cl)O)C=C1 (1-(4-tert.-butylbenzyl)-2-[(3,4-dichlorophenyl)dimethylaminomethyl]cyclohexanol, hydrochloride). Yield: 38.3%. Reaction SMILES: [Mg].[C:2]([C:6]1[CH:13]=[CH:12][C:9]([CH2:10][Cl:11])=[CH:8][CH:7]=1)([CH3:5])([CH3:4])[CH3:3].[Cl:14][C:15]1[CH:16]=[C:17]([CH:22]([N:30]([CH3:32])[CH3:31])[CH:23]2[CH2:28][CH2:27][CH2:26][CH2:25][C:24]2=[O:29])[CH:18]=[CH:19][C:20]=1[Cl:21].[Cl-].[NH4+]>CCOCC>[ClH:11].[C:2]([C:6]1[CH:13]=[CH:12][C:9]([CH2:10][C:24]2([OH:29])[CH2:25][CH2:26][CH2:27][CH2:28][CH:23]2[CH:22]([C:17]2[CH:18]=[CH:19][C:20]([Cl:21])=[C:15]([Cl:14])[CH:16]=2)[N:30]([CH3:32])[CH3:31])=[CH:8][CH:7]=1)([CH3:5])([CH3:4])[CH3:3] |f:3.4,6.7|. Reported procedure: 0.24 g (9.9 mmole) of magnesium turnings was stirred in 5 ml of ether of analysis purity. 1.81 g (9.9 mmole) of 4-tert.-butylbenzyl chloride dissolved in 5 ml of ether were added dropwise so that the reaction mixture boiled gently. After completion of the addition the reaction mixture was stirred for a further hour at RT. 2.48 g (8.3 mmole) of the 2-[(3,4-dichlorophenyl)dimethylaminomethyl]cyclohexanone prepared according to Example 39 were dissolved in 10 ml of ether, added dropwise while cooli... Starting materials: C(C)(C)(C)OC(CN1C(=NC2=C1C=CC(=C2)NS(=O)(=O)C2=CC=C(C=C2)F)CCC)=O ([5-(4-Fluoro-benzenesulfonylamino)-2-propyl-benzoimidazol-1-yl]-acetic acid tert-butyl ester), FC(C(=O)O)(F)F (trifluoroacetic acid). Product: FC1=CC=C(C=C1)S(=O)(=O)NC1=CC2=C(N(C(=N2)CCC)CC(=O)O)C=C1 ([5-(4-Fluoro-benzenesulfonylamino)-2-propyl-benzoimidazol-1-yl]-acetic acid). As a reaction SMILES: C([O:5][C:6](=[O:31])[CH2:7][N:8]1[C:12]2[CH:13]=[CH:14][C:15]([NH:17][S:18]([C:21]3[CH:26]=[CH:25][C:24]([F:27])=[CH:23][CH:22]=3)(=[O:20])=[O:19])=[CH:16][C:11]=2[N:10]=[C:9]1[CH2:28][CH2:29][CH3:30])(C)(C)C.FC(F)(F)C(O)=O>>[F:27][C:24]1[CH:25]=[CH:26][C:21]([S:18]([NH:17][C:15]2[CH:14]=[CH:13][C:12]3[N:8]([CH2:7][C:6]([OH:31])=[O:5])[C:9]([CH2:28][CH2:29][CH3:30])=[N:10][C:11]=3[CH:16]=2)(=[O:20])=[O:19])=[CH:22][CH:23]=1. Reported procedure: The product of step d.) was treated with trifluoroacetic acid (TFA) (2 mL) for 2 hours, concentrated, and purified by preparative LCMS to give the title compound. 1H NMR (d6-DMSO) δ10.01 (br s, 1H), 7.74 (dd, J=5.3 Hz, J=8.7 Hz, 2H), 7.35 (t, J=8.7 Hz, 2H), 7.19 (d, J=1.8 Hz, 1H), 6.87 (dd, J=1.8 Hz, J=8.7 Hz, 1H), 4.93 (s, 2H), 2.67 (t, J=7.5 Hz, 2H), 1.72 (sextet, J=7.5 Hz, 2H), 0.95 (t, J=7.5 Hz, 3H). MS: ESI (negative): 390 (M−H). Reactants: C1(=CC=C(C=C1)S(=O)(=O)N1C=C(C2=CC=CC=C12)C1=CN(C2=CC=C(C=C12)[N+](=O)[O-])S(=O)(=O)C1=CC=C(C=C1)C)C (3-(1-(toluene-4-sulfonyl)-indole-3-yl)-5-nitro-1-(toluene-4-sulfonyl)-indole), [Li+].[OH-] (LiOH). Run in C1CCOC1.CO.O (THF MeOH H2O). Run at temperature 50 celsius, time 0.5 hour. Yields the product C1(=CC=C(C=C1)S(=O)(=O)N1C=C(C2=CC=CC=C12)C1=CNC2=CC=C(C=C12)[N+](=O)[O-])C (3-(1-(toluene-4-sulfonyl)-indole-3-yl)-5-nitroindole). Yield: 88.6%. As a reaction SMILES: [C:1]1([CH3:41])[CH:6]=[CH:5][C:4]([S:7]([N:10]2[C:18]3[C:13](=[CH:14][CH:15]=[CH:16][CH:17]=3)[C:12]([C:19]3[C:27]4[C:22](=[CH:23][CH:24]=[C:25]([N+:28]([O-:30])=[O:29])[CH:26]=4)[N:21](S(C4C=CC(C)=CC=4)(=O)=O)[CH:20]=3)=[CH:11]2)(=[O:9])=[O:8])=[CH:3][CH:2]=1.[Li+].[OH-]>C1COCC1.CO.O>[C:1]1([CH3:41])[CH:2]=[CH:3][C:4]([S:7]([N:10]2[C:18]3[C:13](=[CH:14][CH:15]=[CH:16][CH:17]=3)[C:12]([C:19]3[C:27]4[C:22](=[CH:23][CH:24]=[C:25]([N+:28]([O-:30])=[O:29])[CH:26]=4)[NH:21][CH:20]=3)=[CH:11]2)(=[O:8])=[O:9])=[CH:5][CH:6]=1 |f:1.2,3.4.5|. Procedure details: To a solution of 223 (0.2 g, 0.34 mmol) in THF/MeOH/H2O (5:5:1) was added LiOH (0.052 g, 2.2 mmol) (Scheme 16). The reaction mixture was stirred at 50° C. for 0.5 h. The solution was cooled to room temperature and concentrated. Water (10 mL) was added and pH was adjusted to 7 with 1N HCl. The aqueous phase was extracted with ethyl acetate (3×10mL). The combined organic phase was dried with MgSO4, and the solvent was removed in vacuo. The residue was purified by flash chromatography (ethyl acetat... The reactants are S(=O)(=O)(Cl)Cl (sulfonyl chloride), C(C)(=O)O (Acetic acid), ClC1=CC(=C(OCC(=O)OCC)C=C1)CN1CCNCC1 ([4-chloro-2-(1-piperazinylmethyl)phenoxy]-acetic Acid, Ethyl Ester), [OH-].[Na+] (NaOH). Run in C1CCOC1 (THF), C(C)N(CC)CC (triethylamine). Conditions: time 3 hour. Product: ClC1=CC(=C(OCC(=O)O)C=C1)CN1CCN(CC1)S(=O)(=O)C1=CC=CC=C1 ([4-chloro-2-[4-(phenylsulfonyl)-1-piperazinylmethyl]phenoxy]-acetic Acid). As a reaction SMILES: [Cl:1][C:2]1[CH:14]=[CH:13][C:5]([O:6][CH2:7][C:8]([O:10]CC)=[O:9])=[C:4]([CH2:15][N:16]2[CH2:21][CH2:20][NH:19][CH2:18][CH2:17]2)[CH:3]=1.[S:22](Cl)(Cl)(=[O:24])=[O:23].[OH-].[Na+].[C:29](O)(=O)[CH3:30]>C1COCC1.C(N(CC)CC)C>[Cl:1][C:2]1[CH:14]=[CH:13][C:5]([O:6][CH2:7][C:8]([OH:10])=[O:9])=[C:4]([CH2:15][N:16]2[CH2:17][CH2:18][N:19]([S:22]([C:30]3[CH:29]=[CH:4][CH:3]=[CH:2][CH:14]=3)(=[O:24])=[O:23])[CH2:20][CH2:21]2)[CH:3]=1 |f:2.3|. Procedure: The product of example 11 part b (300 mg) was dissolved in THF (10 ml) and triethylamine (0.28 ml). The sulfonyl chloride (1.1 equivalents) was added and stirred for 3 h. 1M NaOH (3 ml) was added and stirred for 2 hours. Acetic acid (5 ml) was added and then the reaction mixture was concentrated in vacuo. The residue was further purified by RPHPLC to give the sub-title compound (0.19 g). The reactants are Cl.ClC1=NC=NC2=CC(=C(C=C12)OC)OC (4-chloro-6,7-dimethoxyquinazoline hydrochloride), OC=1C=C(N)C=CC1C (3-hydroxy-4-methylaniline). Run in C(C)(C)O (isopropanol). The product is Cl.COC=1C=C2C(=NC=NC2=CC1OC)NC1=CC(=C(C=C1)C)O (6,7-dimethoxy-4-(3-hydroxy-4-methylanilino)quinazoline hydrochloride). Isolated yield 56.4%. Reaction SMILES: Cl.[Cl:2][C:3]1[C:12]2[C:7](=[CH:8][C:9]([O:15][CH3:16])=[C:10]([O:13][CH3:14])[CH:11]=2)[N:6]=[CH:5][N:4]=1.[OH:17][C:18]1[CH:19]=[C:20]([CH:22]=[CH:23][C:24]=1[CH3:25])[NH2:21]>C(O)(C)C>[ClH:2].[CH3:14][O:13][C:10]1[CH:11]=[C:12]2[C:7](=[CH:8][C:9]=1[O:15][CH3:16])[N:6]=[CH:5][N:4]=[C:3]2[NH:21][C:20]1[CH:22]=[CH:23][C:24]([CH3:25])=[C:18]([OH:17])[CH:19]=1 |f:0.1,4.5|. Procedure details: A mixture of 4-chloro-6,7-dimethoxyquinazoline hydrochloride (130 mg, 0.5 mmol), (prepared as described for the starting material in Example 2), and 3-hydroxy-4-methylaniline (62 mg, 0.5 mmol) in isopropanol (7 ml) was heated at reflux for 2 hours. The mixture was allowed to cool to ambient temperature, the precipitated solid was collected by filtration, washed with isopropanol and ether and dried to give 6,7-dimethoxy-4-(3-hydroxy-4-methylanilino)quinazoline hydrochloride (98 mg, 56%) as an off... The reactants are BrC=1C=CC(=NC1)C(C)(C)C (5-bromo-2-(tert-butyl)pyridine), C(C)(C)OB(OC(C)C)OC(C)C (triisopropylborate), C(CCC)[Li] (n-butyl lithium), CCCCCC (hexane). The solvent is hexanes, CCOCC (Ether), O1CCCC1 (tetrahydrofuran). Run at temperature -78 celsius. The product is C(C)(C)(C)C1=NC=C(C=C1)B(O)O (2-(tert-butyl)pyridine-5-boronic acid). The yield is 60.9%. RXN SMILES: Br[C:2]1[CH:3]=[CH:4][C:5]([C:8]([CH3:11])([CH3:10])[CH3:9])=[N:6][CH:7]=1.C([O:15][B:16](OC(C)C)[O:17]C(C)C)(C)C.C([Li])CCC.CCCCCC>O1CCCC1.CCOCC>[C:8]([C:5]1[CH:4]=[CH:3][C:2]([B:16]([OH:17])[OH:15])=[CH:7][N:6]=1)([CH3:11])([CH3:10])[CH3:9]. Reported procedure: To a solution of 5-bromo-2-(tert-butyl)pyridine (1 g, 4.67 mmol) and triisopropylborate (1.29 mL, 5.60 mmol) in anhydrous tetrahydrofuran (10 mL) at −78° C. under nitrogen was added dropwise a solution of n-butyl lithium in hexane (2.5 M, 2.06 mL, 5.14 mmol). The reaction was stirred at −78° C. for 2½ hours then allowed to warm slowly to −10° C. over 1 hour. The reaction was quenched by the addition of water (10 mL) and the tetrahydrofuran removed under reduced pressure. The resulting aqueous su... Reactants: C(CCCCC)S(=O)(=O)Cl (hexanesulfonyl chloride), NC=1C=CC2=C(N=C(O2)C)C1 (5-amino-2-methylbenzoxazole), O (water). Solvent: N1=CC=CC=C1 (pyridine). Run at temperature 0 celsius, time 1 hour. Yields the product C(CCCCC)S(=O)(=O)NC=1C=CC2=C(N=C(O2)C)C1 (5-hexylsulfonamido-2-methylbenzoxazole). As a reaction SMILES: [NH2:1][C:2]1[CH:3]=[CH:4][C:5]2[O:9][C:8]([CH3:10])=[N:7][C:6]=2[CH:11]=1.[CH2:12]([S:18](Cl)(=[O:20])=[O:19])[CH2:13][CH2:14][CH2:15][CH2:16][CH3:17].O>N1C=CC=CC=1>[CH2:12]([S:18]([NH:1][C:2]1[CH:3]=[CH:4][C:5]2[O:9][C:8]([CH3:10])=[N:7][C:6]=2[CH:11]=1)(=[O:20])=[O:19])[CH2:13][CH2:14][CH2:15][CH2:16][CH3:17]. Procedure: To a solution of 29.6 g of 5-amino-2-methylbenzoxazole in 100 ml pyridine cooled to 0° C. was added 41.3 g hexanesulfonyl chloride. After 1 hour stirring at 0° C., a reddish precipitate formed. The reaction mixture was stirred at room temperature for 2 days and then poured into 1.4 l of water and stirred for 2 hours. A heavy oil deposited and the supernatant was decanted. The oil was dissolved in 1.0 l dichloromethane, which was extracted with 4×200 ml of 1N hydrochloric acid, then dried over ma...